This data is from the Open Reaction Database (ORD), a public repository of structured organic reaction records. The task is: describe an organic reaction: reactants, conditions, products, and yield Starting materials: C(C)C1(OCCC2=C1NC1=CC=C(C=C21)OCC2=CC=CC=C2)CC (1,3,4,9-tetrahydro-1,1-diethyl-6-(phenylmethoxy)pyrano[3,4-b]indole). The reagents and catalysts are [Pd] (Pd). Run in C(C)O (ethanol). Run at time 18 hour. Product: C(C)C1(OCCC2=C1NC1=CC=C(C=C21)O)CC (1,3,4,9-Tetrahydro-1,1-diethyl-6-(hydroxy)pyrano[3,4-b]indole). The yield is 109.8%. Reaction SMILES: [CH2:1]([C:3]1([CH2:24][CH3:25])[C:8]2[NH:9][C:10]3[C:15]([C:7]=2[CH2:6][CH2:5][O:4]1)=[CH:14][C:13]([O:16]CC1C=CC=CC=1)=[CH:12][CH:11]=3)[CH3:2]>[Pd].C(O)C>[CH2:24]([C:3]1([CH2:1][CH3:2])[C:8]2[NH:9][C:10]3[C:15]([C:7]=2[CH2:6][CH2:5][O:4]1)=[CH:14][C:13]([OH:16])=[CH:12][CH:11]=3)[CH3:25]. Procedure: A mixture consisting of 10% Pd/c on charcoal (1.0 g), ethanol (125 mL), and 1,3,4,9-tetrahydro-1,1-diethyl-6-(phenylmethoxy)pyrano[3,4-b]indole (6.5 g, 0.0193 mol), of Step A, is hydrogenated at 30 psi for 18 hours. The reaction mixture is filtered and concentrated to give 5.2 g of product which is used in the next reaction without further purification. Starting materials: N1=CC=C(C=C1)CN1CCNCC1 (1-Pyridin-4-ylmethyl-piperazine), [B-](F)(F)(F)F.CCOC(=O)C(=NOC(=[N+](C)C)N(C)C)C#N (TOTU), ClC1=C(C=CC(=C1)Cl)CCOC=1C=C(C(=O)O)C=CC1OC (3-[2-(2,4-Dichloro-phenyl)-ethoxy]-4-methoxy-benzoic acid). Solvent: CN(C)C=O (DMF). Conditions: time 1 hour. The product is ClC1=C(C=CC(=C1)Cl)CCOC=1C=C(C=CC1OC)C(=O)N1CCN(CC1)CC1=CC=NC=C1 ({3-[2-(2,4-Dichlorophenyl)-ethoxy]-4-methoxy-phenyl}-(4-pyridin-4-ylmethyl-piperazin-1-yl)-methanone). Reaction SMILES: [Cl:1][C:2]1[CH:7]=[C:6]([Cl:8])[CH:5]=[CH:4][C:3]=1[CH2:9][CH2:10][O:11][C:12]1[CH:13]=[C:14]([CH:18]=[CH:19][C:20]=1[O:21][CH3:22])[C:15]([OH:17])=O.[N:23]1[CH:28]=[CH:27][C:26]([CH2:29][N:30]2[CH2:35][CH2:34][NH:33][CH2:32][CH2:31]2)=[CH:25][CH:24]=1.[B-](F)(F)(F)F.CCOC(C(C#N)=NOC(N(C)C)=[N+](C)C)=O>CN(C=O)C>[Cl:1][C:2]1[CH:7]=[C:6]([Cl:8])[CH:5]=[CH:4][C:3]=1[CH2:9][CH2:10][O:11][C:12]1[CH:13]=[C:14]([C:15]([N:33]2[CH2:34][CH2:35][N:30]([CH2:29][C:26]3[CH:25]=[CH:24][N:23]=[CH:28][CH:27]=3)[CH2:31][CH2:32]2)=[O:17])[CH:18]=[CH:19][C:20]=1[O:21][CH3:22] |f:2.3|. Procedure: 0.100 g (0.29 mmol) of 3-[2-(2,4-Dichloro-phenyl)-ethoxy]-4-methoxy-benzoic acid was dissolved in 2 ml of DMF and treated with 0.146 ml (1.16 mmol) of N-NEM and 51 mg (0.29 mmol) of 1-Pyridin-4-ylmethyl-piperazine and 0.098 g (0.3 mmol) of TOTU. The solution was stirred for 1 h at RT. The solvent was removed under reduced pressure, the residue was taken-up in DCM and the solution was washed three times with saturated aqueous sodium bicarbonate. The organic phase was dried with sodium sulphate, f...